describe an organic reaction: reactants, conditions, products, and yield From a dataset of the Open Reaction Database (ORD), a public repository of structured organic reaction records. Reactants: FC(F)(F)CCBr, CN(C)C=O, N#CC(C#N)Cc1ccc(OC(F)(F)F)cc1, [H-], [Na+]. The product is N#CC(C#N)(CCC(F)(F)F)Cc1ccc(OC(F)(F)F)cc1. RXN SMILES: [Br:20][CH2:21][CH2:22][C:23]([F:24])([F:25])[F:26].[CH3:27][N:28]([CH3:29])[CH:30]=[O:31].[F:1][C:2]([O:3][c:4]1[cH:5][cH:6][c:7]([CH2:8][CH:9]([C:10]#[N:11])[C:12]#[N:13])[cH:14][cH:15]1)([F:16])[F:17].[H-:18].[Na+:19]>>[F:1][C:2]([O:3][c:4]1[cH:5][cH:6][c:7]([CH2:8][C:9]([C:10]#[N:11])([C:12]#[N:13])[CH2:21][CH2:22][C:23]([F:24])([F:25])[F:26])[cH:14][cH:15]1)([F:16])[F:17]. The reactants are ClC1=NC(=C(C(=N1)NC(C)CC)[N+](=O)[O-])C (2-chloro-4-sec. butylamino-5-nitro-6-methylpyrimidine), CNC (dimethylamine). The solvent is alcohol, C(C)N(CC)CC (triethylamine). Run at time 4 hour. The product is CN(C1=NC(=C(C(=N1)NC(C)CC)[N+](=O)[O-])C)C (2-dimethylamino-4-sec. butylamino-5-nitro-6-methylpyrimidine). The yield is 98.4%. Reaction SMILES: Cl[C:2]1[N:7]=[C:6]([NH:8][CH:9]([CH2:11][CH3:12])[CH3:10])[C:5]([N+:13]([O-:15])=[O:14])=[C:4]([CH3:16])[N:3]=1.[CH3:17][NH:18][CH3:19]>C(N(CC)CC)C>[CH3:17][N:18]([CH3:19])[C:2]1[N:7]=[C:6]([NH:8][CH:9]([CH2:11][CH3:12])[CH3:10])[C:5]([N+:13]([O-:15])=[O:14])=[C:4]([CH3:16])[N:3]=1. Reported procedure: 10 ml of triethylamine are added to a solution of 15.9 g of 2-chloro-4-sec. butylamino-5-nitro-6-methylpyrimidine (0.065 mole) in 250 ml of alcohol. Then 4.5 g (0.1 mole) of dimethylamine are passed in and the mixture is boiled for 4 hours at 100° C. After it has cooled, the mixture is evaporated and the residue is suspended in water. The resultant precipitate is filtered off with suction and washed with water until no more chlorine ions are dissolved out. The product is dried in a water jet vac... Reactants: NC(CC=1C=C(C(=O)OC)C=CC1)(C)C (Methyl 3-(2-amino-2-methylpropyl)benzoate), C(C1=CC=CC=C1)OC=1C=CC(=C2C=CC(NC12)=O)[C@H](CBr)O[Si](C)(C)C(C)(C)C ((R)-8-(benzyloxy)-5-(2-bromo-1-((tert-butyldimethylsilyl)oxy)ethyl)quinolin-2(1H)-one). Reaction conditions: temperature 95 celsius. Yields the product hexanes EtOAc, C(C1=CC=CC=C1)OC=1C=CC(=C2C=CC(NC12)=O)[C@H](CNC(CC=1C=C(C(=O)OC)C=CC1)(C)C)O[Si](C)(C)C(C)(C)C ((R)-methyl 3-(2-((2-(8-(benzyloxy)-2-oxo-1,2-dihydroquinolin-5-yl)-2-((tert-butyldimethylsilyl)oxy)ethyl)amino)-2-methylpropyl)benzoate). Isolated yield 49.0%. RXN SMILES: [NH2:1][C:2]([CH3:15])([CH3:14])[CH2:3][C:4]1[CH:5]=[C:6]([CH:11]=[CH:12][CH:13]=1)[C:7]([O:9][CH3:10])=[O:8].[CH2:16]([O:23][C:24]1[CH:25]=[CH:26][C:27]([C@@H:35]([O:38][Si:39]([C:42]([CH3:45])([CH3:44])[CH3:43])([CH3:41])[CH3:40])[CH2:36]Br)=[C:28]2[C:33]=1[NH:32][C:31](=[O:34])[CH:30]=[CH:29]2)[C:17]1[CH:22]=[CH:21][CH:20]=[CH:19][CH:18]=1>>[CH2:16]([O:23][C:24]1[CH:25]=[CH:26][C:27]([C@@H:35]([O:38][Si:39]([C:42]([CH3:43])([CH3:45])[CH3:44])([CH3:41])[CH3:40])[CH2:36][NH:1][C:2]([CH3:15])([CH3:14])[CH2:3][C:4]2[CH:5]=[C:6]([CH:11]=[CH:12][CH:13]=2)[C:7]([O:9][CH3:10])=[O:8])=[C:28]2[C:33]=1[NH:32][C:31](=[O:34])[CH:30]=[CH:29]2)[C:17]1[CH:18]=[CH:19][CH:20]=[CH:21][CH:22]=1. Procedure: Methyl 3-(2-amino-2-methylpropyl)benzoate (1 g, 4.82 mmol) was added to (R)-8-(benzyloxy)-5-(2-bromo-1-((tert-butyldimethylsilyl)oxy)ethyl)quinolin-2(1H)-one (1.57 g, 3.22 mmol) neat. The resulting mixture was heated to 95° C. for 3 d then cooled. Chromatography (1:3, hexanes/EtOAc) afforded the title compound (970 mg, 49%) as light yellow oil. ES/MS calcd. for C36H47N2O5Si+ 615.3. Found m/z=615.3 (M+H)+.